This data is from the Open Reaction Database (ORD), a public repository of structured organic reaction records. The task is: describe an organic reaction: reactants, conditions, products, and yield The reactants are ClC1=CC(=C(C=C1Cl)NC(CC1=C(C=CC=C1)OC)=O)[N+](=O)[O-] (4,5-Dichloro-2-nitro-1-[(2-methoxyphenyl)acetamido]benzene), [K+].[Br-] (KBr). The solvent is CCO (EtOH). Product: ClC=1C=C2[N+](=C(C(NC2=CC1Cl)=O)C1=C(C=CC=C1)OC)[O-] (6,7-Dichloro-3-(2'-methoxyphenyl)-1,2-dihydroquinoxalin-2-one-4-oxide). Isolated yield 50.0%. Reaction SMILES: [Cl:1][C:2]1[C:7]([Cl:8])=[CH:6][C:5]([NH:9][C:10](=[O:20])[CH2:11][C:12]2[CH:17]=[CH:16][CH:15]=[CH:14][C:13]=2[O:18][CH3:19])=[C:4]([N+:21]([O-:23])=O)[CH:3]=1.[K+].[Br-]>CCO>[Cl:1][C:2]1[CH:3]=[C:4]2[C:5](=[CH:6][C:7]=1[Cl:8])[NH:9][C:10](=[O:20])[C:11]([C:12]1[CH:17]=[CH:16][CH:15]=[CH:14][C:13]=1[O:18][CH3:19])=[N+:21]2[O-:23] |f:1.2|. Procedure details: The title compound was prepared according to the general procedure described in Example 6 by substituting 8 mmol of 131 for 125. Yield: 50%; mp 239°-241° C. (from EtOH); IR (KBr) 3459, 3050, 2958, 2796, 1651, 1618, 1375 and 1257 cm-1 ; 1H NMR (in DMSO-d6) δ3.69 (s, 3H), 7.00 (dd, 1H, JJ=7.4 Hz), 7.10 (d, 1H, J=7.4 Hz), 7.26 (d, 1H, J=7.4 Hz), 7.46 (dd, 1H, JJ=7.4 Hz), 7.54 (s, 1H), 8.26 (s, 1H), 12.58 (br.s, 1H, N--H); HPLC: 98%; HRMS Calcd for C15H10 N2O3Cl2 : 336.0068. Found: 336.0078. Reactants: C(C)(C)(C)OC(=O)C1=C(C=CC=C1)C1=CC=C(C=C1)CN1C(C=2C(C1=O)=CC=CC2)=O (N-[[2'-(t-butoxycarbonyl)biphenyl-4-yl]methyl]phthalimide), O.NN (hydrazine hydrate), C(C)O (ethanol), MeOH-concd. Solvent: C(Cl)Cl (CH2Cl2). Conditions: time 7.5 hour. The product is NCC1=CC=C(C=C1)C1=C(C=CC=C1)C(=O)OC(C)(C)C (4-Aminomethyl-2'-(t-butoxycarbonyl)biphenyl). Reaction SMILES: [C:1]([O:5][C:6]([C:8]1[CH:13]=[CH:12][CH:11]=[CH:10][C:9]=1[C:14]1[CH:19]=[CH:18][C:17]([CH2:20][N:21]2C(=O)C3=CC=CC=C3C2=O)=[CH:16][CH:15]=1)=[O:7])([CH3:4])([CH3:3])[CH3:2].O.NN.C(O)C>C(Cl)Cl>[NH2:21][CH2:20][C:17]1[CH:18]=[CH:19][C:14]([C:9]2[CH:10]=[CH:11][CH:12]=[CH:13][C:8]=2[C:6]([O:5][C:1]([CH3:4])([CH3:3])[CH3:2])=[O:7])=[CH:15][CH:16]=1 |f:1.2|. Procedure: A mixture of 2.62 g (6.35 mmole) of N-[[2'-(t-butoxycarbonyl)biphenyl-4-yl]methyl]phthalimide, 1.21 ml (1.25 g, 25 mmole) of 100% hydrazine hydrate, and 35 ml of absolute ethanol was stirred at room temperature for 7.5 hours. During this time all of the solid gradually dissolved, followed by precipitation. Glacial acetic acid (3.7 ml) was added, and stirring was continued overnight. The white solid was then removed by filtration, and the filtrate was concentrated at room temperature. The residua... Starting materials: [BH4-], CO, COC(=O)c1cc(C=O)ccc1O, Cl, [Na+]. Product: COC(=O)c1cc(CO)ccc1O. RXN SMILES: [BH4-:14].[CH3:17][OH:18].[CH3:1][O:2][C:3]([c:4]1[c:5]([OH:6])[cH:7][cH:8][c:9]([CH:11]=[O:12])[cH:10]1)=[O:13].[ClH:16].[Na+:15]>>[CH3:1][O:2][C:3]([c:4]1[c:5]([OH:6])[cH:7][cH:8][c:9]([CH2:11][OH:12])[cH:10]1)=[O:13]. Starting materials: C1CCNC1, COC(=O)c1cc([N+](=O)[O-])c(C)s1, CO, O=Cc1ccc(Cl)cc1. Yields the product COC(=O)c1cc([N+](=O)[O-])c(C=Cc2ccc(Cl)cc2)s1. RXN SMILES: [CH2:23]1[CH2:24][NH:25][CH2:26][CH2:27]1.[CH3:1][c:2]1[c:3]([N+:11](=[O:12])[O-:13])[cH:4][c:5]([C:7](=[O:8])[O:9][CH3:10])[s:6]1.[CH3:28][OH:29].[Cl:14][c:15]1[cH:16][cH:17][c:18]([CH:19]=[O:20])[cH:21][cH:22]1>>[CH:1]([c:2]1[c:3]([N+:11](=[O:12])[O-:13])[cH:4][c:5]([C:7](=[O:8])[O:9][CH3:10])[s:6]1)=[CH:19][c:18]1[cH:17][cH:16][c:15]([Cl:14])[cH:22][cH:21]1. Reactants: C(CS)S (1,2-ethanedithiol), [BH4-].[Na+] (NaBH4), ClC=1C(=C(C(=O)OC)C=CC1C#N)C (Methyl 3-chloro-4-cyano-2-methylbenzoate). The solvent is C1CCOC1 (THF). Conditions: temperature 70 celsius. The product is ClC1=C(C#N)C=CC(=C1C)CO (2-Chloro-4-(hydroxymethyl)-3-methylbenzonitrile). Isolated yield 66.5%. RXN SMILES: [Cl:1][C:2]1[C:3]([CH3:14])=[C:4]([CH:9]=[CH:10][C:11]=1[C:12]#[N:13])[C:5](OC)=[O:6].C(S)CS.[BH4-].[Na+]>C1COCC1>[Cl:1][C:2]1[C:3]([CH3:14])=[C:4]([CH2:5][OH:6])[CH:9]=[CH:10][C:11]=1[C:12]#[N:13] |f:2.3|. Procedure details: To a pressure reaction flask containing compound 7A (1.5 g, 7.2 mmol) in THF (30 mL) were added 1,2-ethanedithiol (2.4 g, 28.6 mmol) and NaBH4 (812 mg, 21.5 mmol). It was sealed, and heated at 70° C. for 2 hr, and cooled to RT. The reaction mixture was concentrated, dissolved in EtOAc, washed with water, dried over Na2SO4, and concentrated. Recrystallization in EtOAc/hexanes give the title compound (870 mg). (ES) m/z 182 [M+H]+; 204 [M+Na]+.